This data is from the Open Reaction Database (ORD), a public repository of structured organic reaction records. The task is: describe an organic reaction: reactants, conditions, products, and yield Reactants: O=C([O-])[O-], C1CCOC1, Cc1noc(C)c1B(O)O, CC1(C)CC(=C(c2ccc(F)cc2)c2ccc(OS(=O)(=O)C(F)(F)F)cc2)CC(C)(C)C1, [Na+], [Na+], c1ccc(P(c2ccccc2)(c2ccccc2)[Pd](P(c2ccccc2)(c2ccccc2)c2ccccc2)(P(c2ccccc2)(c2ccccc2)c2ccccc2)P(c2ccccc2)(c2ccccc2)c2ccccc2)cc1. Product: Cc1noc(C)c1-c1ccc(C(=C2CC(C)(C)CC(C)(C)C2)c2ccc(F)cc2)cc1. Reaction SMILES: [C:33](=[O:34])([O-:35])[O-:36].[CH2:126]1[O:127][CH2:128][CH2:129][CH2:130]1.[CH3:39][c:40]1[n:41][o:42][c:43]([CH3:48])[c:44]1[B:45]([OH:46])[OH:47].[F:1][C:2]([F:3])([F:4])[S:5]([O:6][c:7]1[cH:8][cH:9][c:10]([C:13](=[C:14]2[CH2:15][C:16]([CH3:22])([CH3:23])[CH2:17][C:18]([CH3:20])([CH3:21])[CH2:19]2)[c:24]2[cH:25][cH:26][c:27]([F:30])[cH:28][cH:29]2)[cH:11][cH:12]1)(=[O:31])=[O:32].[Na+:37].[Na+:38].[cH:49]1[cH:50][cH:51][c:52]([P:53]([Pd:54]([P:55]([c:56]2[cH:57][cH:58][cH:59][cH:60][cH:61]2)([c:62]2[cH:63][cH:64][cH:65][cH:66][cH:67]2)[c:68]2[cH:69][cH:70][cH:71][cH:72][cH:73]2)([P:74]([c:75]2[cH:76][cH:77][cH:78][cH:79][cH:80]2)([c:81]2[cH:82][cH:83][cH:84][cH:85][cH:86]2)[c:87]2[cH:88][cH:89][cH:90][cH:91][cH:92]2)[P:93]([c:94]2[cH:95][cH:96][cH:97][cH:98][cH:99]2)([c:100]2[cH:101][cH:102][cH:103][cH:104][cH:105]2)[c:106]2[cH:107][cH:108][cH:109][cH:110][cH:111]2)([c:112]2[cH:113][cH:114][cH:115][cH:116][cH:117]2)[c:118]2[cH:119][cH:120][cH:121][cH:122][cH:123]2)[cH:124][cH:125]1>>[c:7]1(-[c:44]2[c:40]([CH3:39])[n:41][o:42][c:43]2[CH3:48])[cH:8][cH:9][c:10]([C:13](=[C:14]2[CH2:15][C:16]([CH3:22])([CH3:23])[CH2:17][C:18]([CH3:20])([CH3:21])[CH2:19]2)[c:24]2[cH:25][cH:26][c:27]([F:30])[cH:28][cH:29]2)[cH:11][cH:12]1. Reactants: CC(C)(C)[SiH2]OC(C)(C)c1ccnc(N)c1, C1CCOC1, Clc1ncc(-c2ccccc2)s1, [H-], [Na+]. Product: CC(C)(C)[SiH2]OC(C)(C)c1ccnc(Nc2ncc(-c3ccccc3)s2)c1. Reaction SMILES: [C:1]([CH3:2])([CH3:3])([CH3:4])[SiH2:5][O:6][C:7]([c:8]1[cH:9][c:10]([NH2:14])[n:11][cH:12][cH:13]1)([CH3:15])[CH3:16].[CH2:31]1[O:32][CH2:33][CH2:34][CH2:35]1.[Cl:19][c:20]1[s:21][c:22](-[c:25]2[cH:26][cH:27][cH:28][cH:29][cH:30]2)[cH:23][n:24]1.[H-:18].[Na+:17]>>[C:1]([CH3:2])([CH3:3])([CH3:4])[SiH2:5][O:6][C:7]([c:8]1[cH:9][c:10]([NH:14][c:20]2[s:21][c:22](-[c:25]3[cH:26][cH:27][cH:28][cH:29][cH:30]3)[cH:23][n:24]2)[n:11][cH:12][cH:13]1)([CH3:15])[CH3:16]. Starting materials: IC=1C=C(C=O)C=C(C1O)C (3-iodo4-hydroxy-5-methylbenzaldehyde), [H-].[Na+] (sodium hydride), oil, IC (iodomethane). Solvent: C1CCOC1 (THF). Run at temperature 60 celsius, time 0.5 hour. Product: IC=1C=C(C=O)C=C(C1OC)C (3-Iodo4-methoxy-5-methylbenzaldehyde). The yield is 60.1%. Reaction SMILES: [I:1][C:2]1[CH:3]=[C:4]([CH:7]=[C:8]([CH3:11])[C:9]=1[OH:10])[CH:5]=[O:6].[H-].[Na+].I[CH3:15]>C1COCC1>[I:1][C:2]1[CH:3]=[C:4]([CH:7]=[C:8]([CH3:11])[C:9]=1[O:10][CH3:15])[CH:5]=[O:6] |f:1.2|. Procedure: At 5° C., to a stirred solution of 3-iodo4-hydroxy-5-methylbenzaldehyde (3.53 g, 13.5 mmol) in THF (67.4 mL) was added 60% sodium hydride/mineral oil (0.701 g, 17.5 mmol). After 0.5 h, to the reaction was added dropwise iodomethane (1.34 mL, 21.6 mmol). After 2 h, the reaction was heated at 60° C. After 3 days, the reaction was cooled to ambient temperature, quenched with H2O (100 mL) and extracted with ether. The ethereal extracts were washed with iN NaOH (3×), with brine (3×), dried (H2CO3) an...